From a dataset of the Open Reaction Database (ORD), a public repository of structured organic reaction records. describe an organic reaction: reactants, conditions, products, and yield Starting materials: FC=1C(=CC(=C(C1)C#N)OC1=CC(=CC=C1)OC)N1C(N(C(=CC1=O)C(F)(F)F)C)=O (5-fluoro-2-(3-methoxyphenoxy)-4-[3-methyl-2,6-dioxo-4-(trifluoromethyl)-1,2,3,6-tetrahydropyrimidin-1-yl]cyanobenzene), CO (methanol). The solvent is C(Cl)(Cl)Cl (chloroform), B(Br)(Br)Br (boron tribromide). Reaction conditions: time 1 hour. Yields the product C(#N)C1=C(OC=2C=C(C=CC2)O)C=C(C(=C1)F)N1C(N(C(=CC1=O)C(F)(F)F)C)=O (3-{2-cyano-4-fluoro-5-[3-methyl-2,6-dioxo-4-(trifluoromethyl)-1,2,3,6-tetrahydropyrimidin-1-yl]phenoxy}phenol). The yield is 65.3%. RXN SMILES: [F:1][C:2]1[C:3]([N:19]2[C:24](=[O:25])[CH:23]=[C:22]([C:26]([F:29])([F:28])[F:27])[N:21]([CH3:30])[C:20]2=[O:31])=[CH:4][C:5]([O:10][C:11]2[CH:16]=[CH:15][CH:14]=[C:13]([O:17]C)[CH:12]=2)=[C:6]([C:8]#[N:9])[CH:7]=1.CO>C(Cl)(Cl)Cl.B(Br)(Br)Br>[C:8]([C:6]1[CH:7]=[C:2]([F:1])[C:3]([N:19]2[C:24](=[O:25])[CH:23]=[C:22]([C:26]([F:28])([F:29])[F:27])[N:21]([CH3:30])[C:20]2=[O:31])=[CH:4][C:5]=1[O:10][C:11]1[CH:12]=[C:13]([OH:17])[CH:14]=[CH:15][CH:16]=1)#[N:9]. Procedure: To a solution of 57 mg of 5-fluoro-2-(3-methoxyphenoxy)-4-[3-methyl-2,6-dioxo-4-(trifluoromethyl)-1,2,3,6-tetrahydropyrimidin-1-yl]cyanobenzene in 0.6 ml of chloroform, 48 μl of boron tribromide was added dropwise at 0° C. After the addition, the temperature of the reaction mixture was raised to room temperature and stirred for 1 hour. The mixture was cooled to 0° C. and 1 ml of methanol was added thereto. The solvent was removed under reduced pressure, the resultant was diluted with ethyl aceta... Starting materials: CO, COC(=O)C1CCCCC1, NN. Product: NNC(=O)C1CCCCC1. As a reaction SMILES: [CH3:13][OH:14].[CH:1]1([C:7]([O:9][CH3:8])=[O:10])[CH2:2][CH2:3][CH2:4][CH2:5][CH2:6]1.[NH2:11][NH2:12]>>[CH:1]1([C:7](=[O:9])[NH:11][NH2:12])[CH2:2][CH2:3][CH2:4][CH2:5][CH2:6]1. The reactants are [N+](=O)([O-])C1=C(OCCCl)C=CC=C1 (2-Nitrophenoxyethylchloride), NCCC(=O)N1C=CCSC2=C1C=CC=C2 (5-(3-Amino-propionyl)-1,5-benzothiazepine), C([O-])([O-])=O.[K+].[K+] (potassium carbonate). The solvent is C1(=CC=CC=C1)C (toluene). The product is [N+](=O)([O-])C1=C(OCCNCCC(=O)N2CCCSC3=C2C=CC=C3)C=CC=C1.C(\C=C\C(=O)[O-])(=O)[O-] (5-[3-(2-(2-Nitrophenoxy)ethylamino)propionyl]-2,3,4,5-tetrahydro-1,5-benzothiazepine·fumarate). The yield is 55.4%. As a reaction SMILES: [N+:1]([C:4]1[CH:13]=[CH:12][CH:11]=[CH:10][C:5]=1[O:6][CH2:7][CH2:8]Cl)([O-:3])=[O:2].[NH2:14][CH2:15][CH2:16][C:17]([N:19]1[C:25]2[CH:26]=[CH:27][CH:28]=[CH:29][C:24]=2[S:23][CH2:22][CH:21]=[CH:20]1)=[O:18].[C:30](=[O:33])([O-:32])[O-].[K+].[K+]>C1(C)C=CC=CC=1>[N+:1]([C:4]1[CH:13]=[CH:12][CH:11]=[CH:10][C:5]=1[O:6][CH2:7][CH2:8][NH:14][CH2:15][CH2:16][C:17]([N:19]1[C:25]2[CH:26]=[CH:27][CH:28]=[CH:29][C:24]=2[S:23][CH2:22][CH2:21][CH2:20]1)=[O:18])([O-:3])=[O:2].[C:5]([O-:18])(=[O:6])/[CH:10]=[CH:11]/[C:30]([O-:32])=[O:33] |f:2.3.4,6.7|. Procedure details: A mixture of 2-Nitrophenoxyethylchloride (0.26 g), 5-(3-Amino-propionyl)-1,5-benzothiazepine (0.355 g) and potassium carbonate (0.210 g) in toluene (15 ml) was refluxed for 16 hours. After cooling, objective compound (0.184 g) was obtained according to the method of experimental 1. m.p. 178°-180° C.